From a dataset of the Open Reaction Database (ORD), a public repository of structured organic reaction records. describe an organic reaction: reactants, conditions, products, and yield The reactants are COC=1C=C(C=CC1C=1OC(=NN1)C=1C(=NOC1C)C1=CC=CC=C1)N (3-methoxy-4-[5-(5-methyl-3-phenyl-isoxazol-4-yl)-[1,3,4]oxadiazol-2-yl]-phenylamine), C(C)(C)NC(C)C (N,N-diisopropylamine), C(C)(=O)Cl (acetyl chloride). The reagents and catalysts are CN(C1=CC=NC=C1)C (4-dimethylaminopyridine). The solvent is O1CCCC1 (tetrahydrofuran). Reaction conditions: time 6 hour. Product: COC=1C=C(C=CC1C=1OC(=NN1)C=1C(=NOC1C)C1=CC=CC=C1)NC(C)=O (N-{3-Methoxy-4-[5-(5-methyl-3-phenyl-isoxazol-4-yl)-[1,3,4]oxadiazol-2-yl]-phenyl}-acetamide). The yield is 72.8%. RXN SMILES: [CH3:1][O:2][C:3]1[CH:4]=[C:5]([NH2:26])[CH:6]=[CH:7][C:8]=1[C:9]1[O:10][C:11]([C:14]2[C:15]([C:20]3[CH:25]=[CH:24][CH:23]=[CH:22][CH:21]=3)=[N:16][O:17][C:18]=2[CH3:19])=[N:12][N:13]=1.C(NC(C)C)(C)C.[C:34](Cl)(=[O:36])[CH3:35]>O1CCCC1.CN(C)C1C=CN=CC=1>[CH3:1][O:2][C:3]1[CH:4]=[C:5]([NH:26][C:34](=[O:36])[CH3:35])[CH:6]=[CH:7][C:8]=1[C:9]1[O:10][C:11]([C:14]2[C:15]([C:20]3[CH:21]=[CH:22][CH:23]=[CH:24][CH:25]=3)=[N:16][O:17][C:18]=2[CH3:19])=[N:12][N:13]=1. Procedure details: To a solution of 3-methoxy-4-[5-(5-methyl-3-phenyl-isoxazol-4-yl)-[1,3,4]oxadiazol-2-yl]-phenylamine (200 mg, 0.57 mmol) in tetrahydrofuran (4 mL) were added N,N-diisopropylamine (111 mg, 0.86 mmol), 4-dimethylaminopyridine (7.0 mg, 0.06 mmol) and acetyl chloride (59 mg, 0.75 mmol) and the reaction mixture was stirred at ambient temperature for 6 h. The resulting suspension was extracted with ethyl acetate (20 mL) and the combined organic layers were washed with aqueous sodium carbonate (saturat... Reactants: [N+](=O)([O-])C1=CC=CC=C1 (nitrobenzene), BrC=1C=C2N(C=C3C[C@H]4N(C[C@H](C[C@@H]4C(C1)=C32)NC(N(CC)CC)=O)CCC)[Si](C)(C)C(C)(C)C (3-(13-bromo-1-tert-butyldimethylsilyl-6-n-propyl-8α-ergolinyl)-1,1-diethylurea). Yields the product C(C)N(C(=O)N[C@@H]1CN([C@@H]2CC3CNC4=CC(=CC([C@H]2C1)=C34)O)C)CC (1,1-diethyl-3-(2,3-dihydro-13-hydroxy-6-methyl-8α-ergolinyl)urea). As a reaction SMILES: [N+](C1C=CC=CC=1)([O-])=[O:2].Br[C:11]1[CH:12]=[C:13]2[C:26]3[C:16]([CH2:17][C@@H:18]4[C@@H:23]([C:24]=3[CH:25]=1)[CH2:22][C@H:21]([NH:27][C:28](=[O:34])[N:29]([CH2:32][CH3:33])[CH2:30][CH3:31])[CH2:20][N:19]4[CH2:35]CC)=[CH:15][N:14]2[Si](C(C)(C)C)(C)C>>[CH2:30]([N:29]([CH2:32][CH3:33])[C:28]([NH:27][C@H:21]1[CH2:22][C@H:23]2[C@@H:18]([CH2:17][CH:16]3[C:26]4[C:13](=[CH:12][C:11]([OH:2])=[CH:25][C:24]2=4)[NH:14][CH2:15]3)[N:19]([CH3:35])[CH2:20]1)=[O:34])[CH3:31]. Procedure: With nitrobenzene and 3-(13-bromo-1-tert-butyldimethylsilyl-6-n-propyl-8α-ergolinyl)-1,1-diethylurea: Starting materials: C1(=CC=CC=C1)P(C1=CC=CC=C1)C1=CC=CC=C1 (triphenylphosphine), BrN1C(CCC1=O)=O (N-bromosuccinimide), COC1=C(C=CC=C1)CCCO (3-(2-methoxyphenyl)-1-propanol). Solvent: C(Cl)Cl (methylene chloride). Run at time 15 hour. Yields the product BrCCCC1=C(C=CC=C1)OC (1-(3-bromopropyl)-2-methoxybenzene). Yield: 81.3%. Reaction SMILES: [CH3:1][O:2][C:3]1[CH:8]=[CH:7][CH:6]=[CH:5][C:4]=1[CH2:9][CH2:10][CH2:11]O.C1(P(C2C=CC=CC=2)C2C=CC=CC=2)C=CC=CC=1.[Br:32]N1C(=O)CCC1=O>C(Cl)Cl>[Br:32][CH2:11][CH2:10][CH2:9][C:4]1[CH:5]=[CH:6][CH:7]=[CH:8][C:3]=1[O:2][CH3:1]. Reported procedure: Compound 17-1 (2.00 g) was dissolved in methylene chloride (50 ml), triphenylphosphine (3.58 g) and N-bromosuccinimide (2.40 g) were added under ice-cooling, and the mixture was stirred under ice-cooling for 1 hr, and further at room temperature for 15 hr. The reaction mixture was washed with water and saturated brine, and dried over anhydrous magnesium sulfate. The solvent was evaporated under reduced pressure. Diethyl ether (100 ml) was added, and the precipitated triphenylphosphine oxide was ... The reactants are N1=CC=CC2=CC(=CC=C12)CN1N=NC=2C1=NC(=CN2)C(C)=O (1-(1-(quinolin-6-ylmethyl)-1H-[1,2,3]triazolo[4,5-b]pyrazin-6-yl)ethanone), CNC(=O)N(N)C (N,1-dimethyl-hydrazinecarboxamide). The product is CNC(=O)N(/N=C(\C)/C1=CN=C2C(=N1)N(N=N2)CC=2C=C1C=CC=NC1=CC2)C ((E)-N,1-Dimethyl-2-(1-(1-(quinolin-6-ylmethyl)-1H-[1,2,3]triazolo[4,5-b]pyrazin-6-yl)ethylidene)hydrazinecarboxamide). As a reaction SMILES: [N:1]1[C:10]2[C:5](=[CH:6][C:7]([CH2:11][N:12]3[C:16]4=[N:17][C:18]([C:21](=O)[CH3:22])=[CH:19][N:20]=[C:15]4[N:14]=[N:13]3)=[CH:8][CH:9]=2)[CH:4]=[CH:3][CH:2]=1.[CH3:24][NH:25][C:26]([N:28]([CH3:30])[NH2:29])=[O:27]>>[CH3:24][NH:25][C:26]([N:28]([CH3:30])/[N:29]=[C:21](/[C:18]1[N:17]=[C:16]2[N:12]([CH2:11][C:7]3[CH:6]=[C:5]4[C:10](=[CH:9][CH:8]=3)[N:1]=[CH:2][CH:3]=[CH:4]4)[N:13]=[N:14][C:15]2=[N:20][CH:19]=1)\[CH3:22])=[O:27]. Procedure: The title compound was prepared in analogy to the synthesis of example 52 from 1-(1-(quinolin-6-ylmethyl)-1H-[1,2,3]triazolo[4,5-b]pyrazin-6-yl)ethanone and N,1-dimethyl-hydrazinecarboxamide. 1H-NMR (400 MHz, DMSO-d6) δ ppm 9.73 (s, 1H), 8.89 (m, 1H), 8.36 (dd, 1H), 8.03 (s, 1H), 8.00 (d, 1H), 7.53 (dd, 1H), 7.19 (m, 1H), 6.21 (s, 2H), 3.31 (s, 3H), 2.72 (d, 3H), 2.49 (d, 3H). LCMS (method B): [MH]+=390, tR=1.99 min. Starting materials: Cc1ncc(C(N)CO[Si](C)(C)C(C)(C)C)cn1, CC#N, CCN(C(C)C)C(C)C, Cc1ccc(N2CCc3ncnc(Cl)c3C2)c(C#N)c1. Product: Cc1ccc(N2CCc3ncnc(NC(CO[Si](C)(C)C(C)(C)C)c4cnc(C)nc4)c3C2)c(C#N)c1. As a reaction SMILES: [C:21]([CH3:22])([CH3:23])([CH3:24])[Si:25]([O:26][CH2:27][CH:28]([NH2:29])[c:30]1[cH:31][n:32][c:33]([CH3:36])[n:34][cH:35]1)([CH3:37])[CH3:38].[CH3:39][C:40]#[N:41].[CH:42]([N:43]([CH2:44][CH3:45])[CH:46]([CH3:47])[CH3:48])([CH3:49])[CH3:50].[Cl:1][c:2]1[c:3]2[c:4]([n:5][cH:6][n:7]1)[CH2:8][CH2:9][N:10]([c:12]1[c:13]([C:14]#[N:15])[cH:16][c:17]([CH3:20])[cH:18][cH:19]1)[CH2:11]2>>[c:2]1([NH:29][CH:28]([CH2:27][O:26][Si:25]([C:21]([CH3:22])([CH3:23])[CH3:24])([CH3:37])[CH3:38])[c:30]2[cH:31][n:32][c:33]([CH3:36])[n:34][cH:35]2)[c:3]2[c:4]([n:5][cH:6][n:7]1)[CH2:8][CH2:9][N:10]([c:12]1[c:13]([C:14]#[N:15])[cH:16][c:17]([CH3:20])[cH:18][cH:19]1)[CH2:11]2.